This data is from the Open Reaction Database (ORD), a public repository of structured organic reaction records. The task is: describe an organic reaction: reactants, conditions, products, and yield Starting materials: CC#N, [Na+], [Na+], CC(NC1CCOCC1)c1cc(N(COCC[Si](C)(C)C)COCC[Si](C)(C)C)n2nccc2n1, O=C1CCC(=O)N1I, O=S([O-])([O-])=S. Product: CC(NC1CCOCC1)c1cc(N(COCC[Si](C)(C)C)COCC[Si](C)(C)C)n2ncc(I)c2n1. Reaction SMILES: [CH3:51][C:52]#[N:53].[Na+:49].[Na+:50].[O:1]1[CH2:2][CH2:3][CH:4]([NH:7][CH:8]([CH3:9])[c:10]2[n:11][c:12]3[n:13]([c:14]([N:16]([CH2:17][O:18][CH2:19][CH2:20][Si:21]([CH3:22])([CH3:23])[CH3:24])[CH2:25][O:26][CH2:27][CH2:28][Si:29]([CH3:30])([CH3:31])[CH3:32])[cH:15]2)[n:33][cH:34][cH:35]3)[CH2:5][CH2:6]1.[O:36]=[C:37]1[N:38]([I:43])[C:39](=[O:40])[CH2:41][CH2:42]1.[S:44]([O-:45])([O-:46])(=[O:47])=[S:48]>>[O:1]1[CH2:2][CH2:3][CH:4]([NH:7][CH:8]([CH3:9])[c:10]2[n:11][c:12]3[n:13]([c:14]([N:16]([CH2:17][O:18][CH2:19][CH2:20][Si:21]([CH3:22])([CH3:23])[CH3:24])[CH2:25][O:26][CH2:27][CH2:28][Si:29]([CH3:30])([CH3:31])[CH3:32])[cH:15]2)[n:33][cH:34][c:35]3[I:43])[CH2:5][CH2:6]1. Reactants: FC1=C(C=CC=2C=3C(C(=CN(C3C=NC21)C)C(=O)OCC)=O)F (ethyl 7,8-difluoro-4-methyl-1-oxo-1,4-dihydrobenzo[f][1,7]naphthyridine-2-carboxylate), FC=1C=C(C=CC1C)N1CCNCC1 (1-(3-fluoro-4-methylphenyl)piperazine), O (water). Solvent: ClCCl (dichloromethane), CS(=O)C (dimethyl sulphoxide). Run at temperature 100 celsius. The product is FC1=C(C=CC=2C=3C(C(=CN(C3C=NC21)C)C(=O)OCC)=O)N2CCN(CC2)C2=CC(=C(C=C2)C)F (ethyl 7-fluoro-8-[4-(3-fluoro-4-methylphenyl)piperazin-1-yl]-4-methyl-1-oxo-1,4-dihydrobenzo[f][1,7]naphthyridine-2-carboxylate). The yield is 23.7%. RXN SMILES: [F:1][C:2]1[C:15]2[N:14]=[CH:13][C:12]3[N:11]([CH3:16])[CH:10]=[C:9]([C:17]([O:19][CH2:20][CH3:21])=[O:18])[C:8](=[O:22])[C:7]=3[C:6]=2[CH:5]=[CH:4][C:3]=1F.[F:24][C:25]1[CH:26]=[C:27]([N:32]2[CH2:37][CH2:36][NH:35][CH2:34][CH2:33]2)[CH:28]=[CH:29][C:30]=1[CH3:31].O>CS(C)=O.ClCCl>[F:1][C:2]1[C:15]2[N:14]=[CH:13][C:12]3[N:11]([CH3:16])[CH:10]=[C:9]([C:17]([O:19][CH2:20][CH3:21])=[O:18])[C:8](=[O:22])[C:7]=3[C:6]=2[CH:5]=[CH:4][C:3]=1[N:35]1[CH2:34][CH2:33][N:32]([C:27]2[CH:28]=[CH:29][C:30]([CH3:31])=[C:25]([F:24])[CH:26]=2)[CH2:37][CH2:36]1. Procedure details: A stirred suspension of 3 g of ethyl 7,8-difluoro-4-methyl-1-oxo-1,4-dihydrobenzo[f][1,7]naphthyridine-2-carboxylate and 3.9 g of 1-(3-fluoro-4-methylphenyl)piperazine in 30 cm3 of dimethyl sulphoxide was heated at a temperature in the region of 100° C. for about 100 hours. The reaction mixture was treated with 150 cm3 of water in the region of 10° C. and the precipitate was taken up in 100 cm3 of dichloromethane, dried with 10 g of magnesium sulphate and concentrated to dryness under reduced pr...